From a dataset of the Open Reaction Database (ORD), a public repository of structured organic reaction records. describe an organic reaction: reactants, conditions, products, and yield Starting materials: COc1c([N+](=O)[O-])ccc2c1CCCC(N1CCOCC1)C2, CCO. Yields the product COc1c(N)ccc2c1CCCC(N1CCOCC1)C2. RXN SMILES: [CH3:1][O:2][c:3]1[c:4]([N+:20]([O-:21])=[O:22])[cH:5][cH:6][c:7]2[c:8]1[CH2:9][CH2:10][CH2:11][CH:12]([N:14]1[CH2:15][CH2:16][O:17][CH2:18][CH2:19]1)[CH2:13]2.[CH3:23][CH2:24][OH:25]>>[CH3:1][O:2][c:3]1[c:4]([NH2:20])[cH:5][cH:6][c:7]2[c:8]1[CH2:9][CH2:10][CH2:11][CH:12]([N:14]1[CH2:15][CH2:16][O:17][CH2:18][CH2:19]1)[CH2:13]2. Reaction SMILES: [CH2:1]([CH3:2])[O:3][C:4]([c:5]1[c:6]([CH3:24])[n:7][c:8]([NH:19][CH2:20][CH:21]([CH3:22])[CH3:23])[c:9]([N+:16]([O-:17])=[O:18])[c:10]1[NH:11][CH2:12][CH2:13][CH2:14][CH3:15])=[O:25].[CH2:28]([OH:29])[CH2:30][CH2:31][CH3:32].[H:26][H:27]>>[CH2:1]([CH3:2])[O:3][C:4]([c:5]1[c:6]([CH3:24])[n:7][c:8]([NH:19][CH2:20][CH:21]([CH3:22])[CH3:23])[c:9]([NH2:16])[c:10]1[NH:11][CH2:12][CH2:13][CH2:14][CH3:15])=[O:25]. Starting materials: CCCCNc1c(C(=O)OCC)c(C)nc(NCC(C)C)c1[N+](=O)[O-], CCCCO, [H][H]. Product: CCCCNc1c(N)c(NCC(C)C)nc(C)c1C(=O)OCC.